Task: describe an organic reaction: reactants, conditions, products, and yield. Dataset: the Open Reaction Database (ORD), a public repository of structured organic reaction records Starting materials: ClC1=C2C=CC=NC2=C(C=C1)N (5-chloroquinolin-8-amine), N1=CC(=CC=C1)S(=O)(=O)Cl (pyridine-3-sulfonyl chloride), ClC1=C2C=CC=NC2=C(C=C1)N (5-chloroquinolin-8-amine), N1=CC(=CC=C1)S(=O)(=O)Cl (pyridine-3-sulfonyl chloride). Yields the product ClC1=C2C=CC=NC2=C(C=C1)NS(=O)(=O)C=1C=NC=CC1 (Pyridine-3-sulfonic acid (5-chloro-quinolin-8-yl)-amide). Yield: 42.4%. As a reaction SMILES: [Cl:1][C:2]1[CH:11]=[CH:10][C:9]([NH2:12])=[C:8]2[C:3]=1[CH:4]=[CH:5][CH:6]=[N:7]2.[N:13]1[CH:18]=[CH:17][CH:16]=[C:15]([S:19](Cl)(=[O:21])=[O:20])[CH:14]=1>>[Cl:1][C:2]1[CH:11]=[CH:10][C:9]([NH:12][S:19]([C:15]2[CH:14]=[N:13][CH:18]=[CH:17][CH:16]=2)(=[O:21])=[O:20])=[C:8]2[C:3]=1[CH:4]=[CH:5][CH:6]=[N:7]2. Procedure details: In a similar fashion using route 14 general procedure 26, 5-chloroquinolin-8-amine (Intermediate 27) (50 mg, 0.28 mmol), pyridine-3-sulfonyl chloride (Intermediate 17) (74 mg, 0.42 mmol) gave the title compound (38 mg, 43%) after purification by column chromatography with DCM as the eluent. The reactants are ICCC (1-iodopropane), ICCC (1-iodopropane), Cl.NC1CC2=C(C=CC(=C2CC1)F)OC ((+)-2-Amino-5-fluoro-8-methoxytetralin hydrochloride), C([O-])([O-])=O.[K+].[K+] (potassium carbonate), C(C)OCC (diethyl ether). The solvent is CC#N (MeCN). Product: Cl.FC1=C2CCC(CC2=C(C=C1)OC)N(CCC)CCC ((+)-5-Fluoro-8-methoxy-2-(dipropylamino)tetralin hydrochloride). Yield: 71.0%. Reaction SMILES: I[CH2:2][CH2:3][CH3:4].[ClH:5].[NH2:6][CH:7]1[CH2:16][CH2:15][C:14]2[C:9](=[C:10]([O:18][CH3:19])[CH:11]=[CH:12][C:13]=2[F:17])[CH2:8]1.[C:20](=O)([O-])[O-].[K+].[K+].C(O[CH2:29][CH3:30])C>CC#N>[ClH:5].[F:17][C:13]1[CH:12]=[CH:11][C:10]([O:18][CH3:19])=[C:9]2[C:14]=1[CH2:15][CH2:16][CH:7]([N:6]([CH2:20][CH2:29][CH3:30])[CH2:2][CH2:3][CH3:4])[CH2:8]2 |f:1.2,3.4.5,8.9|. Reported procedure: 1-iodopropane (0.89 ml) is added to a mixture of (+)-VII·HCl (1.01 g) and powdered potassium carbonate in 30 ml MeCN under nitrogen. The mixture is stirred at room temperature for 10 days during which two portions of 0.3 ml 1-iodopropane is added. After addition of diethyl ether, filtration and evaporation, the crude product purified by chromatography on alumina (diethyl ether/light petroleum, 1:4) to give 0.90 g of (+)-VIII·HCl and, on further elution, 0.23 g of (+)-5-fluoro-8-methoxy-2-propyla... The reactants are NC=1C=C(C=CC1)C1=CC(=CC(=C1OC)C=O)S(=O)(=O)N (3′-amino-5-formyl-6-methoxy-biphenyl-3-sulfonamide), C1(=CC=CC=C1)CCC(=O)Cl (3-phenylpropionyl chloride). Yields the product C1(=CC=CC=C1)CCC(=O)NS(=O)(=O)C=1C=C(C(=C(C1)C=O)OC)C1=CC(=CC=C1)N (N-(3-phenylpropionyl)-3′-amino-5-formyl-6-methoxy-biphenyl-3-sulfonamide). As a reaction SMILES: [NH2:1][C:2]1[CH:3]=[C:4]([C:8]2[C:13]([O:14][CH3:15])=[C:12]([CH:16]=[O:17])[CH:11]=[C:10]([S:18]([NH2:21])(=[O:20])=[O:19])[CH:9]=2)[CH:5]=[CH:6][CH:7]=1.[C:22]1([CH2:28][CH2:29][C:30](Cl)=[O:31])[CH:27]=[CH:26][CH:25]=[CH:24][CH:23]=1>>[C:22]1([CH2:28][CH2:29][C:30]([NH:21][S:18]([C:10]2[CH:9]=[C:8]([C:4]3[CH:5]=[CH:6][CH:7]=[C:2]([NH2:1])[CH:3]=3)[C:13]([O:14][CH3:15])=[C:12]([CH:16]=[O:17])[CH:11]=2)(=[O:19])=[O:20])=[O:31])[CH:27]=[CH:26][CH:25]=[CH:24][CH:23]=1. Procedure details: Proceeding as in Reference 21, but substituting 3′-amino-5-formyl-6-methoxy-biphenyl-3-sulfonamide and 3-phenylpropionyl chloride, gave N-(3-phenylpropionyl)-3′-amino-5-formyl-6-methoxy-biphenyl-3-sulfonamide. The product is CC(C(=O)O)c1ccc(CC2CCCCC2O)c(Cl)c1. Starting materials: COC(=O)C(C)c1ccc(CC2CCCCC2O)c(Cl)c1, CO, Cl, [Na+], [OH-]. RXN SMILES: [CH3:1][O:2][C:3]([CH:4]([CH3:5])[c:6]1[cH:7][c:8]([Cl:20])[c:9]([CH2:12][CH:13]2[CH:14]([OH:19])[CH2:15][CH2:16][CH2:17][CH2:18]2)[cH:10][cH:11]1)=[O:21].[CH3:25][OH:26].[ClH:24].[Na+:23].[OH-:22]>>[O:2]=[C:3]([CH:4]([CH3:5])[c:6]1[cH:7][c:8]([Cl:20])[c:9]([CH2:12][CH:13]2[CH:14]([OH:19])[CH2:15][CH2:16][CH2:17][CH2:18]2)[cH:10][cH:11]1)[OH:21]. Reactants: COC(=O)C12CCCN2CCC1 (7a-(Methoxycarbonyl)-hexahydro-1H-pyrrolizine), CC(C)=NO (acetone oxime), C(CCC)[Li] (n-butyllithium). Yields the product CC1=NOC(=C1)C12CCCN2CCC1 (7a-(3-methyl-5-isoxazolyl)-hexahydro-1H-pyrrolizine). Isolated yield 11.2%. Reaction SMILES: CO[C:3]([C:5]12[CH2:12][CH2:11][CH2:10][N:9]1[CH2:8][CH2:7][CH2:6]2)=[O:4].[CH3:13][C:14](=[N:16]O)[CH3:15].C([Li])CCC>>[CH3:15][C:14]1[CH:13]=[C:3]([C:5]23[CH2:12][CH2:11][CH2:10][N:9]2[CH2:8][CH2:7][CH2:6]3)[O:4][N:16]=1. Procedure details: 8-(Methoxycarbonyl)-hexahydro-1H-pyrrolizine (from step 1d, 1.56 g, 9.22 mmol), acetone oxime (1.45 g, 19.8 mmol) and n-butyllithium (2.5M in hexane, 16 mL, 39.6 mmol) were combined in a similar fashion as that outlined by J. Saunders et at., J. Med. Chem. 1990, 33: 1128. The crude material was chromatographed (silica gel; CHCl3 /MeOH, 99:1) to afford a yellow oil (199 mg, 11%). MS (CI/NH3) m/e: 193 (M+H)+. 1H NMR (CDCl3, 300 MHz) δ1.76-1.92 (m, 6H), 2.14-2.29 (m, 2H), 2.24 (s, 3H), 2.61-2.69 (m... The reactants are ClC1=CC(=C(CN2N=CC3=CC(=CC=C23)C=C2C(N=C(S2)SCCC)=O)C=C1)C(F)(F)F (5-[1-(4-Chloro-2-trifluoromethyl-benzyl)-1H-indazol-5-ylmethylene]-2-propylsulfanyl-thiazol-4-one), C1(OCC2C1CNC2)=O (hexahydro-furo[3,4-c]pyrrol-1-one). Yields the product ClC1=CC(=C(CN2N=CC3=CC(=CC=C23)C=C2C(N=C(S2)N2CC3C(C2)COC3=O)=O)C=C1)C(F)(F)F (5-{5-[1-(4-Chloro-2-trifluoromethyl-benzyl)-1H-indazol-5-ylmethylene]-4-oxo-4,5-dihydro-thiazol-2-yl}-hexahydro-furo[3,4-c]pyrrol-1-one). RXN SMILES: [Cl:1][C:2]1[CH:28]=[CH:27][C:5]([CH2:6][N:7]2[C:15]3[C:10](=[CH:11][C:12]([CH:16]=[C:17]4[S:21][C:20](SCCC)=[N:19][C:18]4=[O:26])=[CH:13][CH:14]=3)[CH:9]=[N:8]2)=[C:4]([C:29]([F:32])([F:31])[F:30])[CH:3]=1.[C:33]1(=[O:41])[CH:37]2[CH2:38][NH:39][CH2:40][CH:36]2[CH2:35][O:34]1>>[Cl:1][C:2]1[CH:28]=[CH:27][C:5]([CH2:6][N:7]2[C:15]3[C:10](=[CH:11][C:12]([CH:16]=[C:17]4[S:21][C:20]([N:39]5[CH2:40][CH:36]6[CH2:35][O:34][C:33](=[O:41])[CH:37]6[CH2:38]5)=[N:19][C:18]4=[O:26])=[CH:13][CH:14]=3)[CH:9]=[N:8]2)=[C:4]([C:29]([F:30])([F:32])[F:31])[CH:3]=1. Procedure details: 5-{5-[1-(4-Chloro-2-trifluoromethyl-benzyl)-1H-indazol-5-ylmethylene]-4-oxo-4,5-dihydro-thiazol-2-yl}-hexahydro-furo[3,4-c]pyrrol-1-one was prepared from 5-[1-(4-Chloro-2-trifluoromethyl-benzyl)-1H-indazol-5-ylmethylene]-2-propylsulfanyl-thiazol-4-one and hexahydro-furo[3,4-c]pyrrol-1-one following General Procedure B.